From a dataset of the Open Reaction Database (ORD), a public repository of structured organic reaction records. describe an organic reaction: reactants, conditions, products, and yield Reactants: C(C)[Mg]Cl (ethylmagnesium chloride), IC=1N=CN(C1)C(C1=CC=CC=C1)(C1=CC=CC=C1)C1=CC=CC=C1 (4-iodo-1-trityl-1H-imidazole), O=C1C=2C=CC(=CC2CCC1)C#N (5-oxo-5,6,7,8-tetrahydronaphthalene-2-carbonitrile). Run in ClCCl (dichloromethane), ClCCl (dichloromethane). Conditions: time 45 minute. Yields the product OC1(C=2C=CC(=CC2CCC1)C#N)C=1N=CN(C1)C(C1=CC=CC=C1)(C1=CC=CC=C1)C1=CC=CC=C1 (5-Hydroxy-5-(1-trityl-1H-imidazol-4-yl)-5,6,7,8-tetrahydronaphthalene-2-carbonitrile). As a reaction SMILES: C([Mg]Cl)C.I[C:6]1[N:7]=[CH:8][N:9]([C:11]([C:24]2[CH:29]=[CH:28][CH:27]=[CH:26][CH:25]=2)([C:18]2[CH:23]=[CH:22][CH:21]=[CH:20][CH:19]=2)[C:12]2[CH:17]=[CH:16][CH:15]=[CH:14][CH:13]=2)[CH:10]=1.[O:30]=[C:31]1[CH2:40][CH2:39][CH2:38][C:37]2[CH:36]=[C:35]([C:41]#[N:42])[CH:34]=[CH:33][C:32]1=2>ClCCl>[OH:30][C:31]1([C:6]2[N:7]=[CH:8][N:9]([C:11]([C:12]3[CH:17]=[CH:16][CH:15]=[CH:14][CH:13]=3)([C:24]3[CH:25]=[CH:26][CH:27]=[CH:28][CH:29]=3)[C:18]3[CH:19]=[CH:20][CH:21]=[CH:22][CH:23]=3)[CH:10]=2)[CH2:40][CH2:39][CH2:38][C:37]2[CH:36]=[C:35]([C:41]#[N:42])[CH:34]=[CH:33][C:32]1=2. Reported procedure: 12 mmol of ethylmagnesium chloride (3M in diethyl ether) are added to a solution of 10 mmol of 4-iodo-1-trityl-1H-imidazole [96797-15-8] in 40 ml of dichloromethane. The mixture is stirred for 45 minutes, and a solution of 10 mmol of 5-oxo-5,6,7,8-tetrahydronaphthalene-2-carbonitrile [90401-84-6] in 15 ml of dichloromethane is added. The reaction mixture is stirred at room temperature overnight and quenched with saturated ammonium chloride solution. The phases are separated, and the aqueous phas... RXN SMILES: [C:1]([C:3]1[CH:4]=[CH:5][CH:6]=[C:7]2[C:11]=1[N:10]([CH2:12][CH:13]1[CH2:18][CH2:17][CH2:16][CH2:15][CH2:14]1)[CH:9]=[C:8]2[C:19]1[N:23]=[C:22]([CH2:24]OS(C)(=O)=O)[S:21][N:20]=1)#[N:2].[NH:30]1[CH2:34][CH2:33][CH2:32][CH2:31]1.C(OCC)(=O)C.[Cl:41]CCl>CCCCCCC>[ClH:41].[CH:13]1([CH2:12][N:10]2[C:11]3[C:7](=[CH:6][CH:5]=[CH:4][C:3]=3[C:1]#[N:2])[C:8]([C:19]3[N:23]=[C:22]([CH2:24][N:30]4[CH2:34][CH2:33][CH2:32][CH2:31]4)[S:21][N:20]=3)=[CH:9]2)[CH2:14][CH2:15][CH2:16][CH2:17][CH2:18]1 |f:5.6|. Starting materials: C(C)(=O)OCC (ethyl acetate), C(#N)C=1C=CC=C2C(=CN(C12)CC1CCCCC1)C1=NSC(=N1)COS(=O)(=O)C (methanesulfonic acid 3-(7-cyano-1-cyclohexylmethyl-1H-indol-3-yl)-[1,2,4]thiadiazol-5-ylmethyl ester), N1CCCC1 (pyrrolidine), ClCCl (dichloromethane). Solvent: CCCCCCC (heptane). Procedure: To a solution of methanesulfonic acid 3-(7-cyano-1-cyclohexylmethyl-1H-indol-3-yl)-[1,2,4]thiadiazol-5-ylmethyl ester (120 mg, 0.28 mmol) in dichloromethane (3 ml) was added pyrrolidine (0.12 ml, 1.4 mmol) and the reaction subjected to microwave irradiation at 100° C. for 5 minutes. The reaction was purified directly by flash column chromatography eluting with dichloromethane then 25-50% (v/v) ethyl acetate in heptane to afford the title compound (71 mg, 0.175 mmol) as the free base. The free ba... The product is Cl.C1(CCCCC1)CN1C=C(C2=CC=CC(=C12)C#N)C1=NSC(=N1)CN1CCCC1 (1-(Cyclohexyl)methyl-3-{5-[(pyrrolidin-1-yl)methyl]-[1,2,4]thiadiazol-3-yl}-1H-indole-7-carbonitrile, hydrochloride salt). Reactants: Cc1ccccc1, Clc1ccc(-c2cc[nH]c2-c2ccc(Cl)cc2)cc1, O=C(C(F)(F)F)C(F)(F)F, O, O, O. Product: OC(c1cc(-c2ccc(Cl)cc2)c(-c2ccc(Cl)cc2)[nH]1)(C(F)(F)F)C(F)(F)F. Reaction SMILES: [CH3:33][c:34]1[cH:35][cH:36][cH:37][cH:38][cH:39]1.[Cl:1][c:2]1[cH:3][cH:4][c:5](-[c:8]2[nH:9][cH:10][cH:11][c:12]2-[c:13]2[cH:14][cH:15][c:16]([Cl:19])[cH:17][cH:18]2)[cH:6][cH:7]1.[F:23][C:24]([C:25](=[O:26])[C:27]([F:28])([F:29])[F:30])([F:31])[F:32].[OH2:20].[OH2:21].[OH2:22]>>[Cl:1][c:2]1[cH:3][cH:4][c:5](-[c:8]2[nH:9][c:10]([C:25]([C:24]([F:23])([F:31])[F:32])([OH:26])[C:27]([F:28])([F:29])[F:30])[cH:11][c:12]2-[c:13]2[cH:14][cH:15][c:16]([Cl:19])[cH:17][cH:18]2)[cH:6][cH:7]1.